Dataset: the Open Reaction Database (ORD), a public repository of structured organic reaction records. Task: describe an organic reaction: reactants, conditions, products, and yield Reactants: COc1ccccc1COCCCOc1ccc(C2CCN(C(=O)OC(C)(C)C)CC2OCCOS(=O)(=O)c2ccc(C)cc2)cc1, CO, CCOC(C)=O, Cl, [Na+], [OH-], O, O=C(O)CCCc1ccccc1O. The product is COc1ccccc1COCCCOc1ccc(C2CCN(C(=O)OC(C)(C)C)CC2OCCOc2ccccc2CCCC(=O)O)cc1. RXN SMILES: [CH3:1][O:2][c:3]1[c:4]([CH2:5][O:6][CH2:7][CH2:8][CH2:9][O:10][c:11]2[cH:12][cH:13][c:14]([CH:17]3[CH:18]([O:30][CH2:31][CH2:32][O:33][S:34]([c:35]4[cH:36][cH:37][c:38]([CH3:39])[cH:40][cH:41]4)(=[O:42])=[O:43])[CH2:19][N:20]([C:23](=[O:24])[O:25][C:26]([CH3:27])([CH3:28])[CH3:29])[CH2:21][CH2:22]3)[cH:15][cH:16]2)[cH:44][cH:45][cH:46][cH:47]1.[CH3:64][OH:65].[CH3:67][CH2:68][O:69][C:70](=[O:71])[CH3:72].[ClH:63].[Na+:62].[OH-:61].[OH2:66].[OH:48][c:49]1[c:50]([CH2:55][CH2:56][CH2:57][C:58](=[O:59])[OH:60])[cH:51][cH:52][cH:53][cH:54]1>>[CH3:1][O:2][c:3]1[c:4]([CH2:5][O:6][CH2:7][CH2:8][CH2:9][O:10][c:11]2[cH:12][cH:13][c:14]([CH:17]3[CH:18]([O:30][CH2:31][CH2:32][O:33][c:49]4[c:50]([CH2:55][CH2:56][CH2:57][C:58](=[O:59])[OH:60])[cH:51][cH:52][cH:53][cH:54]4)[CH2:19][N:20]([C:23](=[O:24])[O:25][C:26]([CH3:27])([CH3:28])[CH3:29])[CH2:21][CH2:22]3)[cH:15][cH:16]2)[cH:44][cH:45][cH:46][cH:47]1. Reactants: sodium disilicates, [Si]([O-])([O-])([O-])O[Si]([O-])([O-])[O-].[Na+].[Na+].[Na+].[Na+].[Na+].[Na+] (sodium disilicate). The solvent is O (water), O (water), O (water), O (water). Product: disilicates, [Si]([O-])([O-])([O-])[O-].[Na+].[Na+].[Na+].[Na+] (sodium silicate). RXN SMILES: [Si:1]([O:5][Si]([O-])([O-])[O-])([O-:4])([O-:3])[O-:2].[Na+:10].[Na+].[Na+].[Na+].[Na+].[Na+]>O>[Si:1]([O-:5])([O-:4])([O-:3])[O-:2].[Na+:10].[Na+:10].[Na+:10].[Na+:10] |f:0.1.2.3.4.5.6,8.9.10.11.12|. Procedure details: Amorphous sodium disilicates with a low water content of 0.3 to 6% by weight are known from European patent application EP-A-0 444 415. The amorphous sodium disilicate is said preferably to contain 0.5 to 2% by weight of water. These amorphous disilicates with their very low water contents are produced by a multistage process in which a powder-form amorphous sodium silicate with a water content of 15 to 23% by weight is initially prepared. This material is treated in countercurrent with waste ga... Reactants: ClC(=O)OCCOCCOCCCC (2(2-n-Butoxyethoxy)-ethyl chloroformate), S1C=NC(=C1)C=1NC2=C(N1)C=CC=C2 (2-(4-thiazolyl)-benzimidazole). Run in N1=CC=CC=C1 (pyridine). Run at time 40 minute. Product: C(CCC)OCCOCCOC(=O)N1C(=NC2=C1C=CC=C2)C=2N=CSC2 (1-[2-(2-n-Butoxyethoxy)ethoxycarbonyl]-2-(4-thiazolyl)-benzimidazole). As a reaction SMILES: Cl[C:2]([O:4][CH2:5][CH2:6][O:7][CH2:8][CH2:9][O:10][CH2:11][CH2:12][CH2:13][CH3:14])=[O:3].[S:15]1[CH:19]=[C:18]([C:20]2[NH:21][C:22]3[CH:28]=[CH:27][CH:26]=[CH:25][C:23]=3[N:24]=2)[N:17]=[CH:16]1>N1C=CC=CC=1>[CH2:11]([O:10][CH2:9][CH2:8][O:7][CH2:6][CH2:5][O:4][C:2]([N:24]1[C:23]2[CH:25]=[CH:26][CH:27]=[CH:28][C:22]=2[N:21]=[C:20]1[C:18]1[N:17]=[CH:16][S:15][CH:19]=1)=[O:3])[CH2:12][CH2:13][CH3:14]. Procedure details: 32.9 G. (146 mmoles) of 2(2-n-Butoxyethoxy)-ethyl chloroformate is added dropwise to a stirred suspension of 24.9 g. (124 mmoles) of 2-(4-thiazolyl)-benzimidazole in 200 ml. of pyridine. The addition is complete in 40 minutes whereupon all of the starting material had dissolved. The reaction mixture is stirred for 16 hours at room temperature and filtered to remove pyridine hydrochloride which is washed with additional pyridine. The combined filtrate and washing are evaporated to dryness in vacu... Starting materials: C29H26Cl2N4O4, ClC1=C(C(=O)O)C=CC(=C1)C(=O)NC(C)C1=NC2=C(N1)C=CC(=C2)Cl (rac.-2-chloro-4-{N-[1-(5-chloro-1H-benzimidazol-2-yl)ethyl]aminocarbonyl}benzoic acid), C(C1=CC=CC=C1)OC(=O)C1NCCC1 (rac.-2-(benzyloxycarbonyl)pyrrolidine), C(C)(C)N(CC)C(C)C (diisopropylethylamine), ClCl (chlorine). Solvent: CS(=O)C (DMSO). The product is C(C1=CC=CC=C1)OC(=O)C1N(CCC1)C(=O)C1=C(C=C(C(=O)NC(C)C2=NC3=C(N2)C=CC(=C3)Cl)C=C1)Cl (4-[2-(benzyloxycarbonyl)pyrrolidin-1-ylcarbonyl]-3-chloro-N-[1-(5-chloro-1H-benzimidazol-2-yl)ethyl]benzamide). Reaction SMILES: [Cl:1][C:2]1[CH:10]=[C:9]([C:11]([NH:13][CH:14]([C:16]2[NH:20][C:19]3[CH:21]=[CH:22][C:23]([Cl:25])=[CH:24][C:18]=3[N:17]=2)[CH3:15])=[O:12])[CH:8]=[CH:7][C:3]=1[C:4](O)=[O:5].[CH2:26]([O:33][C:34]([CH:36]1[CH2:40][CH2:39][CH2:38][NH:37]1)=[O:35])[C:27]1[CH:32]=[CH:31][CH:30]=[CH:29][CH:28]=1.C(N(C(C)C)CC)(C)C.ClCl>CS(C)=O>[CH2:26]([O:33][C:34]([CH:36]1[CH2:40][CH2:39][CH2:38][N:37]1[C:4]([C:3]1[CH:7]=[CH:8][C:9]([C:11]([NH:13][CH:14]([C:16]2[NH:20][C:19]3[CH:21]=[CH:22][C:23]([Cl:25])=[CH:24][C:18]=3[N:17]=2)[CH3:15])=[O:12])=[CH:10][C:2]=1[Cl:1])=[O:5])=[O:35])[C:27]1[CH:28]=[CH:29][CH:30]=[CH:31][CH:32]=1. Reported procedure: Prepared analogously to Example 1d from rac.-2-chloro-4-{N-[1-(5-chloro-1H-benzimidazol-2-yl)ethyl]aminocarbonyl}benzoic acid, rac.-2-(benzyloxycarbonyl)pyrrolidine, PFTU, and diisopropylethylamine in DMSO at ambient temperature. HPLC-MS results: retention time: 4.82 minutes; C29H26Cl2N4O4 (565.45); mass spectrum: (M−H)=564/566/568 (chlorine isotope). Reactants: O=C(CCl)Nc1ccc(F)cc1, COc1cc(N)ccc1-c1cnco1, CN(C)C=O. The product is COc1cc(NCC(=O)Nc2ccc(F)cc2)ccc1-c1cnco1. As a reaction SMILES: [Cl:15][CH2:16][C:17](=[O:18])[NH:19][c:20]1[cH:21][cH:22][c:23]([F:26])[cH:24][cH:25]1.[NH2:1][c:2]1[cH:3][c:4]([O:13][CH3:14])[c:5](-[c:8]2[cH:9][n:10][cH:11][o:12]2)[cH:6][cH:7]1.[O:27]=[CH:28][N:29]([CH3:30])[CH3:31]>>[NH:1]([c:2]1[cH:3][c:4]([O:13][CH3:14])[c:5](-[c:8]2[cH:9][n:10][cH:11][o:12]2)[cH:6][cH:7]1)[CH2:16][C:17](=[O:18])[NH:19][c:20]1[cH:21][cH:22][c:23]([F:26])[cH:24][cH:25]1.